Dataset: the Open Reaction Database (ORD), a public repository of structured organic reaction records. Task: describe an organic reaction: reactants, conditions, products, and yield Reactants: C1(=CC=CC=C1)C(CN)(CC=C)C1=CC=CC=C1 (2,2-diphenylpent-4-enylamine), C1(CCCCC1)C=O (cyclohexanecarboxaldehyde), C(C1=CC=CC=C1)NCC(CC=C)(C1=CC=CC=C1)C1=CC=CC=C1 (N-benzyl-2,2-diphenylpent-4-en-1-amine). Product: C1(CCCCC1)CNCC(CC=C)(C1=CC=CC=C1)C1=CC=CC=C1 (N-(Cyclohexylmethyl)-2,2-diphenylpent-4-en-1-amine). Isolated yield 97.0%. Reaction SMILES: C1(C(C2C=CC=CC=2)(CC=C)CN)C=CC=CC=1.C1(C=O)CCCCC1.[CH2:27]([NH:34][CH2:35][C:36]([C:46]1[CH:51]=[CH:50][CH:49]=[CH:48][CH:47]=1)([C:40]1[CH:45]=[CH:44][CH:43]=[CH:42][CH:41]=1)[CH2:37][CH:38]=[CH2:39])[C:28]1[CH:33]=[CH:32][CH:31]=[CH:30][CH:29]=1>>[CH:28]1([CH2:27][NH:34][CH2:35][C:36]([C:46]2[CH:47]=[CH:48][CH:49]=[CH:50][CH:51]=2)([C:40]2[CH:45]=[CH:44][CH:43]=[CH:42][CH:41]=2)[CH2:37][CH:38]=[CH2:39])[CH2:33][CH2:32][CH2:31][CH2:30][CH2:29]1. Procedure: N-(Cyclohexylmethyl)-2,2-diphenylpent-4-en-1-amine was prepared from 2,2-diphenylpent-4-enylamine and cyclohexanecarboxaldehyde according to the procedure used for preparation of N-benzyl-2,2-diphenylpent-4-en-1-amine. The product was obtained in a 97% yield as a colorless oil. The compound was purified by column chromatography on silica gel (Hexane/Ethyl acetate=8/1). 1H NMR (400 MHz, CDCl3) δ 0.41 (s, 1H), 0.74-0.83 (m, 2H), 1.08-1.41 (m, 4H), 1.59-1.71 (m, 5H), 2.38 (d, J=6.8 Hz, 2H), 3.05 (d... Starting materials: CS(=O)(=O)OCCCC1=CC(=CC=C1)OCC1=CC=CC=C1 (3-[3-(benzyloxy)phenyl]propyl methanesulfonate), [I-].[Na+] (sodium iodide). Yields the product ICCCC=1C=C(C=CC1)OCC1=CC=CC=C1 (Benzyl 3-(3-iodopropyl)phenyl Ether). The yield is 85.0%. Reaction SMILES: CS(O[CH2:6][CH2:7][CH2:8][C:9]1[CH:14]=[CH:13][CH:12]=[C:11]([O:15][CH2:16][C:17]2[CH:22]=[CH:21][CH:20]=[CH:19][CH:18]=2)[CH:10]=1)(=O)=O.[I-:23].[Na+]>>[I:23][CH2:6][CH2:7][CH2:8][C:9]1[CH:10]=[C:11]([O:15][CH2:16][C:17]2[CH:22]=[CH:21][CH:20]=[CH:19][CH:18]=2)[CH:12]=[CH:13][CH:14]=1 |f:1.2|. Procedure: Using 3-[3-(benzyloxy)phenyl]propyl methanesulfonate (19.7 g) and sodium iodide (29.25 g), the same reaction as Reference Example 9-(v) was carried out to yield the titled compound (18.4 g) as an oily substance.